Dataset: the Open Reaction Database (ORD), a public repository of structured organic reaction records. Task: describe an organic reaction: reactants, conditions, products, and yield Starting materials: ClC1=CC=C2C(=CNC2=C1)C(=O)N1CCN(CC1)C1=C(C=CC=C1)OC ((6-chloro-1H-indol-3-yl)-[4-(2-methoxy-phenyl)-piperazin-1-yl]-methanone), ClCC(=O)N(C)C (2-chloro-N,N-dimethyl-acetamide). Product: ClC1=CC=C2C(=CN(C2=C1)CC(=O)N(C)C)C(=O)N1CCN(CC1)C1=C(C=CC=C1)OC (2-{6-Chloro-3-[4-(2-methoxy-phenyl)-piperazine-1-carbonyl]-indol-1-yl}-N,N-dimethyl-acetamide). RXN SMILES: [Cl:1][C:2]1[CH:10]=[C:9]2[C:5]([C:6]([C:11]([N:13]3[CH2:18][CH2:17][N:16]([C:19]4[CH:24]=[CH:23][CH:22]=[CH:21][C:20]=4[O:25][CH3:26])[CH2:15][CH2:14]3)=[O:12])=[CH:7][NH:8]2)=[CH:4][CH:3]=1.Cl[CH2:28][C:29]([N:31]([CH3:33])[CH3:32])=[O:30]>>[Cl:1][C:2]1[CH:10]=[C:9]2[C:5]([C:6]([C:11]([N:13]3[CH2:18][CH2:17][N:16]([C:19]4[CH:24]=[CH:23][CH:22]=[CH:21][C:20]=4[O:25][CH3:26])[CH2:15][CH2:14]3)=[O:12])=[CH:7][N:8]2[CH2:28][C:29]([N:31]([CH3:33])[CH3:32])=[O:30])=[CH:4][CH:3]=1. Procedure details: Following general procedure II, the alkylation of (6-chloro-1H-indol-3-yl)-[4-(2-methoxy-phenyl)-piperazin-1-yl]-methanone (preparation described herein), with (commercially available) 2-chloro-N,N-dimethyl-acetamide gave the title compound. The reactants are ClC1=C(C=C(C=C1)O)[N+](=O)[O-] (4-chloro-3-nitrophenol), C(C)(C)(C)C=1C=C(C(=O)Cl)C=C(C1O)C(C)(C)C (3,5-Di-t-butyl-4-hydroxybenzoyl chloride), ice, Cl (hydrochloric acid), O (water). The solvent is N1=CC=CC=C1 (pyridine), O1CCCC1 (tetrahydrofuran). Run at time 22 hour. The product is C(C)(C)(C)C=1C=C(C(=O)OC2=CC(=C(C=C2)Cl)[N+](=O)[O-])C=C(C1O)C(C)(C)C (4-Chloro-3-nitrophenyl 3,5-di-t-butyl-4-hydroxybenzoate). The yield is 106.1%. As a reaction SMILES: [C:1]([C:5]1[CH:6]=[C:7]([CH:11]=[C:12]([C:15]([CH3:18])([CH3:17])[CH3:16])[C:13]=1[OH:14])[C:8](Cl)=[O:9])([CH3:4])([CH3:3])[CH3:2].[Cl:19][C:20]1[CH:25]=[CH:24][C:23]([OH:26])=[CH:22][C:21]=1[N+:27]([O-:29])=[O:28].Cl.O>O1CCCC1.N1C=CC=CC=1>[C:1]([C:5]1[CH:6]=[C:7]([CH:11]=[C:12]([C:15]([CH3:18])([CH3:17])[CH3:16])[C:13]=1[OH:14])[C:8]([O:26][C:23]1[CH:24]=[CH:25][C:20]([Cl:19])=[C:21]([N+:27]([O-:29])=[O:28])[CH:22]=1)=[O:9])([CH3:4])([CH3:3])[CH3:2]. Procedure: 3,5-Di-t-butyl-4-hydroxybenzoyl chloride (56.2 g; 0.209 mole) in tetrahydrofuran (70 ml) was added with stirring to a solution of 4-chloro-3-nitrophenol (36.3 g; 0.209 mole) in pyridine (170 ml) at 0° C. over 20 minutes. The reaction mixture was stirred at room temperature for 22 hours and poured into an ice cold solution of 10M-hydrochloric acid (350 ml) and water (1400 ml). The mixture was extracted into ether (500 ml) and the ethereal extract washed successively with 2M-hydrochloric acid (150... Starting materials: [Al+3], Cc1nnsc1C(=O)O, [Cl-], [Cl-], [Cl-], O, O=S(Cl)Cl, c1ccccc1. The product is Cc1nnsc1C(=O)c1ccccc1. As a reaction SMILES: [Al+3:15].[CH3:5][c:6]1[n:7][n:8][s:9][c:10]1[C:11](=[O:12])[OH:13].[Cl-:14].[Cl-:16].[Cl-:17].[OH2:18].[S:1]([Cl:2])([Cl:3])=[O:4].[cH:19]1[cH:20][cH:21][cH:22][cH:23][cH:24]1>>[CH3:5][c:6]1[n:7][n:8][s:9][c:10]1[C:11](=[O:13])[c:19]1[cH:20][cH:21][cH:22][cH:23][cH:24]1.